Dataset: the Open Reaction Database (ORD), a public repository of structured organic reaction records. Task: describe an organic reaction: reactants, conditions, products, and yield The reactants are BrC1C(N(CC1)CC1=CC=CC=C1)=O (3-bromo-1-benzyl-pyrrolidin-2-one), BrC1C(N(CC1)CC1=CC=CC=C1)=O (3-bromo-1-benzyl-pyrrolidin-2-one), COC1=CC=C(C=C1)C1CCNCC1 (4-(4-methoxyphenyl)-piperidine), CCN(C(C)C)C(C)C (DIPEA). Run in C(C)#N (acetonitrile). Product: C(C1=CC=CC=C1)N1C(C(CC1)N1CCC(CC1)C1=CC=C(C=C1)OC)=O (1-benzyl-3-(4-(4-methoxyphenyl)piperidin-1-yl)pyrrolidin-2-one). The yield is 75.3%. RXN SMILES: Br[CH:2]1[CH2:6][CH2:5][N:4]([CH2:7][C:8]2[CH:13]=[CH:12][CH:11]=[CH:10][CH:9]=2)[C:3]1=[O:14].[CH3:15][O:16][C:17]1[CH:22]=[CH:21][C:20]([CH:23]2[CH2:28][CH2:27][NH:26][CH2:25][CH2:24]2)=[CH:19][CH:18]=1.CCN(C(C)C)C(C)C>C(#N)C>[CH2:7]([N:4]1[CH2:5][CH2:6][CH:2]([N:26]2[CH2:27][CH2:28][CH:23]([C:20]3[CH:19]=[CH:18][C:17]([O:16][CH3:15])=[CH:22][CH:21]=3)[CH2:24][CH2:25]2)[C:3]1=[O:14])[C:8]1[CH:13]=[CH:12][CH:11]=[CH:10][CH:9]=1. Procedure: A solution of 3-bromo-1-benzyl-pyrrolidin-2-one (1.4 g, 5.1 mmol)(intermediate 3), 4-(4-methoxyphenyl)-piperidine (0.98 g, 5.1 mmol) and DIPEA (3.6 mL, 20.6 mmol) in acetonitrile (15 mL) was heated at 90° C. for 18 h. The reaction mixture was concentrated and the residue was dissolved in ethyl acetate (150 mL), washed with water and brine, and dried over sodium sulfate. The organic layer was concentrated to yield 2.1 g of crude product, which was purified by flash chromatography on silica gel (2... Starting materials: [BH3-]C#N, O=C([O-])O, CO, CC=O, N#Cc1ccc(-c2ccc(S(=O)(=O)Nc3cccc(N)n3)cc2)cc1, [Na+], [Na+]. Yields the product CCNc1cccc(NS(=O)(=O)c2ccc(-c3ccc(C#N)cc3)cc2)n1. As a reaction SMILES: [C:29]([BH3-:30])#[N:31].[C:35](=[O:36])([OH:37])[O-:38].[CH3:33][OH:34].[CH:26]([CH3:27])=[O:28].[NH2:1][c:2]1[cH:3][cH:4][cH:5][c:6]([NH:8][S:9](=[O:10])(=[O:11])[c:12]2[cH:13][cH:14][c:15](-[c:18]3[cH:19][cH:20][c:21]([C:24]#[N:25])[cH:22][cH:23]3)[cH:16][cH:17]2)[n:7]1.[Na+:32].[Na+:39]>>[NH:1]([c:2]1[cH:3][cH:4][cH:5][c:6]([NH:8][S:9](=[O:10])(=[O:11])[c:12]2[cH:13][cH:14][c:15](-[c:18]3[cH:19][cH:20][c:21]([C:24]#[N:25])[cH:22][cH:23]3)[cH:16][cH:17]2)[n:7]1)[CH2:26][CH3:27].